This data is from the Open Reaction Database (ORD), a public repository of structured organic reaction records. The task is: describe an organic reaction: reactants, conditions, products, and yield Starting materials: C[O-].[Na+] (Sodium methanolate), Cl.NO (hydroxylamine hydrochloride), C(#N)\N=C(\NC1=CC(=CC=C1)C(F)(F)F)/SC ((Z)-methyl N′-cyano-N-(3-(trifluoromethyl)phenyl)carbamimidothioate). Solvent: C(C)O (ethanol). Run at time 0.5 hour. The product is FC(C=1C=C(C=CC1)NC1=NOC(=N1)N)(F)F (N*3*-(3-Trifluoromethyl-phenyl)-[1,2,4]oxadiazole-3,5-diamine). As a reaction SMILES: C[O-].[Na+].Cl.[NH2:5][OH:6].[C:7](/[N:9]=[C:10](\SC)/[NH:11][C:12]1[CH:17]=[CH:16][CH:15]=[C:14]([C:18]([F:21])([F:20])[F:19])[CH:13]=1)#[N:8]>C(O)C>[F:19][C:18]([F:21])([F:20])[C:14]1[CH:13]=[C:12]([NH:11][C:10]2[N:9]=[C:7]([NH2:8])[O:6][N:5]=2)[CH:17]=[CH:16][CH:15]=1 |f:0.1,2.3|. Procedure: Sodium methanolate (9.26 ml, 4.63 mmol, Eq: 3.00) was added into a solid hydroxylamine hydrochloride (322 mg, 4.63 mmol, Eq: 3.00) at rt. Stirred at rt for 0.5 hrs, a solution of (Z)-methyl N′-cyano-N-(3-(trifluoromethyl)phenyl)carbamimidothioate (400 mg, 1.54 mmol, Eq: 1.00) in ethanol was added and the mixture was heated to 63° C. overnight. Reactants: O=C([O-])[O-], CI, CN(C)C=O, [K+], [K+], N#Cc1c(N2CCc3ccccc3CC2)nc[nH]c1=O. Yields the product Cn1cnc(N2CCc3ccccc3CC2)c(C#N)c1=O. Reaction SMILES: [C:23](=[O:24])([O-:25])[O-:26].[CH3:21][I:22].[CH3:29][N:30]([CH3:31])[CH:32]=[O:33].[K+:27].[K+:28].[O:1]=[c:2]1[c:3]([C:19]#[N:20])[c:4]([N:8]2[CH2:9][CH2:10][c:11]3[c:12]([cH:15][cH:16][cH:17][cH:18]3)[CH2:13][CH2:14]2)[n:5][cH:6][nH:7]1>>[O:1]=[c:2]1[c:3]([C:19]#[N:20])[c:4]([N:8]2[CH2:9][CH2:10][c:11]3[c:12]([cH:15][cH:16][cH:17][cH:18]3)[CH2:13][CH2:14]2)[n:5][cH:6][n:7]1[CH3:23]. Reactants: F[B-](F)(F)F, CC1(C)CCC(c2cc(Br)ccc2N2CCN(C(=O)OC(C)(C)C)CC2)CC1, CC(C)(C)[PH+](C(C)(C)C)C(C)(C)C, C1COCCN1, CC(C)(C)[O-], [Na+], CC(=O)[O-], CC(=O)[O-], [Pd+2], Cc1ccccc1C. Yields the product CC1(C)CCC(c2cc(N3CCOCC3)ccc2N2CCN(C(=O)OC(C)(C)C)CC2)CC1. As a reaction SMILES: [B-:41]([F:42])([F:43])([F:44])[F:45].[C:1]([CH3:2])([CH3:3])([CH3:4])[O:5][C:6](=[O:7])[N:8]1[CH2:9][CH2:10][N:11]([c:14]2[c:15]([CH:21]3[CH2:22][CH2:23][C:24]([CH3:27])([CH3:28])[CH2:25][CH2:26]3)[cH:16][c:17]([Br:20])[cH:18][cH:19]2)[CH2:12][CH2:13]1.[C:46]([PH+:47]([C:48]([CH3:49])([CH3:50])[CH3:51])[C:52]([CH3:53])([CH3:54])[CH3:55])([CH3:56])([CH3:57])[CH3:58].[CH2:29]1[CH2:30][O:31][CH2:32][CH2:33][NH:34]1.[CH3:35][C:36]([CH3:37])([O-:38])[CH3:39].[Na+:40].[O-:60][C:61]([CH3:62])=[O:63].[O-:64][C:65]([CH3:66])=[O:67].[Pd+2:59].[c:68]1([CH3:69])[c:70]([CH3:71])[cH:72][cH:73][cH:74][cH:75]1>>[C:1]([CH3:2])([CH3:3])([CH3:4])[O:5][C:6](=[O:7])[N:8]1[CH2:9][CH2:10][N:11]([c:14]2[c:15]([CH:21]3[CH2:22][CH2:23][C:24]([CH3:27])([CH3:28])[CH2:25][CH2:26]3)[cH:16][c:17]([N:34]3[CH2:29][CH2:30][O:31][CH2:32][CH2:33]3)[cH:18][cH:19]2)[CH2:12][CH2:13]1. The reactants are [H][H] (hydrogen), C(C1=CC(C#N)=CC=C1)#N (isophthalonitrile), C1(=CC(=CC=C1)C)C (m-xylene), liquid, N (ammonia), C1(=CC(=CC=C1)C)C (m-xylene), C1(=CC(=CC=C1)C)C (m-xylene). The solvent is [CH-]=O.[CH-]=O.[C-]#[O+].[C-]#[O+].[C-]#[O+].[C-]#[O+].[C-]#[O+].[C-]#[O+].[Co].[Co+2] (dicobalt octacarbonyl), aromatic nitriles. Product: C=1(C(=C(C(=CC1)N)C)N)C (m-xylenediamine). As a reaction SMILES: C(#N)C1C=CC=C(C#[N:6])C=1.[NH3:11].[H][H].[C:14]1([CH3:21])[CH:19]=[CH:18][CH:17]=[C:16]([CH3:20])[CH:15]=1>[CH-]=O.[CH-]=O.[C-]#[O+].[C-]#[O+].[C-]#[O+].[C-]#[O+].[C-]#[O+].[C-]#[O+].[Co].[Co+2]>[C:14]1([CH3:21])[C:15]([NH2:6])=[C:16]([CH3:20])[C:17]([NH2:11])=[CH:18][CH:19]=1 |f:4.5.6.7.8.9.10.11.12.13|. Procedure details: 0.76 g of dicobalt octacarbonyl, 0.3 g of various aromatic nitriles and 20 ml of m-xylene as a solvent were charged into a 100 ml eggplant type flask equipped with a reflux condenser and a gas inlet tube, and the air was thoroughly replaced while introducing nitrogen through the gas inlet tube. Thereafter, the flask was heated in an oil bath and the temperature of oil bath was elevated to 160° C. The flask was heated for 90 minutes under reflux conditions while passing nitrogen therethrough, and... Reactants: BrCCCBr, O=C([O-])[O-], CC#N, [Cs+], [Cs+], Oc1cccc(F)c1. Product: Fc1cccc(OCCCBr)c1. RXN SMILES: [Br:9][CH2:10][CH2:11][CH2:12][Br:13].[C:14](=[O:15])([O-:16])[O-:17].[CH3:20][C:21]#[N:22].[Cs+:18].[Cs+:19].[F:1][c:2]1[cH:3][c:4]([OH:8])[cH:5][cH:6][cH:7]1>>[F:1][c:2]1[cH:3][c:4]([O:8][CH2:12][CH2:11][CH2:10][Br:9])[cH:5][cH:6][cH:7]1. The reactants are O[C@H]1[C@H](CCCCCCC(=O)OCC)[C@H](CC1)CCC(CCCCC)O (ethyl 9β,15-dihydroxyprostanoate), [OH-].[K+] (potassium hydroxide), Cl (hydrochloric acid). Run in CO.O (methanol water). Product: O[C@H]1[C@H](CCCCCCC(=O)O)[C@H](CC1)CCC(CCCCC)O (9β,15-dihydroxyprostanoic acid). Reaction SMILES: [OH:1][C@@H:2]1[CH2:17][CH2:16][C@H:15]([CH2:18][CH2:19][CH:20]([OH:26])[CH2:21][CH2:22][CH2:23][CH2:24][CH3:25])[C@H:3]1[CH2:4][CH2:5][CH2:6][CH2:7][CH2:8][CH2:9][C:10]([O:12]CC)=[O:11].[OH-].[K+].Cl>CO.O>[OH:1][C@@H:2]1[CH2:17][CH2:16][C@H:15]([CH2:18][CH2:19][CH:20]([OH:26])[CH2:21][CH2:22][CH2:23][CH2:24][CH3:25])[C@H:3]1[CH2:4][CH2:5][CH2:6][CH2:7][CH2:8][CH2:9][C:10]([OH:12])=[O:11] |f:1.2,4.5|. Reported procedure: A solution of ethyl 9β,15-dihydroxyprostanoate in 32 ml. of methanol-water (1:1), containing 890 mg. of potassium hydroxide is kept at ambient temperature for 18 hours. The solution is acidified with dilute hydrochloric acid and extracted several times with ether. The ether phase is washed with saturated sodium chloride solution, dried with anhydrous magnesium sulfate and taken to dryness to give 1.63 g. of an oil; nmr 3H singlet δ 5.53 (hydroxyl and carboxyl protons), 1H singlet 4.23 (9β-carbin... The reactants are FC(F)(F)c1ccccc1CBr, CN(C)C=O, [Cl-], COC(=O)c1sc(-n2cnc3cnc(Cl)cc32)cc1O, COC(=O)c1sc(-n2cnc3cc(Cl)ncc32)cc1O, [K+], [K+], [K+], O=C([O-])[O-], O. Product: COC(=O)c1sc(-n2cnc3cc(Cl)ncc32)cc1OCc1ccccc1C(F)(F)F. RXN SMILES: [Br:47][CH2:48][c:49]1[c:50]([C:55]([F:56])([F:57])[F:58])[cH:51][cH:52][cH:53][cH:54]1.[CH3:61][N:62]([CH3:63])[CH:64]=[O:65].[Cl-:59].[Cl:1][c:2]1[n:3][cH:4][c:5]2[n:6][cH:7][n:8](-[c:9]3[s:10][c:11]([C:12]([O:13][CH3:14])=[O:15])[c:16]([OH:17])[cH:18]3)[c:19]2[cH:20]1.[Cl:21][c:22]1[cH:23][c:24]2[c:25]([cH:26][n:27]1)[n:28](-[c:31]1[cH:32][c:33]([OH:40])[c:34]([C:36](=[O:37])[O:38][CH3:39])[s:35]1)[cH:29][n:30]2.[K+:41].[K+:42].[K+:60].[O-:43][C:44]([O-:45])=[O:46].[OH2:66]>>[Cl:21][c:22]1[cH:23][c:24]2[c:25]([cH:26][n:27]1)[n:28](-[c:31]1[cH:32][c:33]([O:40][CH2:48][c:49]3[c:50]([C:55]([F:56])([F:57])[F:58])[cH:51][cH:52][cH:53][cH:54]3)[c:34]([C:36](=[O:37])[O:38][CH3:39])[s:35]1)[cH:29][n:30]2.